This data is from the Open Reaction Database (ORD), a public repository of structured organic reaction records. The task is: describe an organic reaction: reactants, conditions, products, and yield Reactants: ClC1=NC(=CC2=C(C=CC=C12)C)NC1=NNC(=C1)C ((1-chloro-5-methyl-isoquinolin-3-yl)-(5-methyl-1H-pyrazol-3-yl)-amine), CO (methanol). The product is COC1=NC(=CC2=C(C=CC=C12)C)NC1=NNC(=C1)C ((1-methoxy-5-methyl-isoquinolin-3-yl)-(5-methyl-1H-pyrazol-3-yl)-amine). Reaction SMILES: Cl[C:2]1[C:11]2[C:6](=[C:7]([CH3:12])[CH:8]=[CH:9][CH:10]=2)[CH:5]=[C:4]([NH:13][C:14]2[CH:18]=[C:17]([CH3:19])[NH:16][N:15]=2)[N:3]=1.[CH3:20][OH:21]>>[CH3:20][O:21][C:2]1[C:11]2[C:6](=[C:7]([CH3:12])[CH:8]=[CH:9][CH:10]=2)[CH:5]=[C:4]([NH:13][C:14]2[CH:18]=[C:17]([CH3:19])[NH:16][N:15]=2)[N:3]=1. Procedure: Similar procedure as described in example 10 was used, starting from methanol and (1-chloro-5-methyl-isoquinolin-3-yl)-(5-methyl-1H-pyrazol-3-yl)-amine to give (1-methoxy-5-methyl-isoquinolin-3-yl)-(5-methyl-1H-pyrazol-3-yl)-amine. LC-MS m/e 271(MH+). Reactants: [OH-].[Na+] (sodium hydroxide), CI (methyl iodide), C1(=CC=CC=C1)[C@@H]1NC(N[C@@H]1C1=CC=CC=C1)=S (cis-4,5-diphenyl-imidazolidine-2-thione). Run in O (water), CN(C=O)C (dimethylformamide). Conditions: time 6.5 hour. Product: CSC=1N[C@@H]([C@@H](N1)C1=CC=CC=C1)C1=CC=CC=C1 (cis-2-Methylthio-4,5-diphenyl-imidazoline). RXN SMILES: [C:1]1([C@H:7]2[C@@H:11]([C:12]3[CH:17]=[CH:16][CH:15]=[CH:14][CH:13]=3)[NH:10][C:9](=[S:18])[NH:8]2)[CH:6]=[CH:5][CH:4]=[CH:3][CH:2]=1.[OH-].[Na+].[CH3:21]I>CN(C)C=O.O>[CH3:21][S:18][C:9]1[NH:8][C@H:7]([C:1]2[CH:2]=[CH:3][CH:4]=[CH:5][CH:6]=2)[C@H:11]([C:12]2[CH:13]=[CH:14][CH:15]=[CH:16][CH:17]=2)[N:10]=1 |f:1.2|. Procedure: 17.5 g of cis-4,5-diphenyl-imidazolidine-2-thione are dissolved in 200 ml of dimethylformamide and first a solution of 3.2 g of sodium hydroxide in 20 ml of water and then 11.6 g of methyl iodide are added. The mixture is stirred for 6.5 hours at room temperature and evaporated to dryness, the residue is stirred with 350 ml of water and, after leaving to stand for some time, the mixture is filtered with suction, the solid material from the mixture is dissolved, whilst still moist, in 350 ml of e...